From a dataset of the Open Reaction Database (ORD), a public repository of structured organic reaction records. describe an organic reaction: reactants, conditions, products, and yield RXN SMILES: [H-].[Na+].[NH:3]1[CH:7]=[CH:6][CH:5]=[CH:4]1.C([O:11][C@@H:12]1[C@@H:17]([O:18]C(=O)C)[C@H:16]([O:22]C(=O)C)[C@@H:15]([CH2:26][O:27]C(=O)C)[O:14][C@H:13]1[C:31]1[CH:36]=[CH:35][CH:34]=[C:33]([CH2:37]Br)[CH:32]=1)(=O)C.C[O-].[Na+]>CN(C)C=O.O1CCCC1.CO>[N:3]1([CH2:37][C:33]2[CH:32]=[C:31]([C@@H:13]3[O:14][C@H:15]([CH2:26][OH:27])[C@@H:16]([OH:22])[C@H:17]([OH:18])[C@H:12]3[OH:11])[CH:36]=[CH:35][CH:34]=2)[CH:7]=[CH:6][CH:5]=[CH:4]1 |f:0.1,4.5|. Starting materials: C[O-].[Na+] (sodium methoxide), C(C)(=O)O[C@H]1[C@@H](O[C@@H]([C@H]([C@@H]1OC(C)=O)OC(C)=O)COC(C)=O)C1=CC(=CC=C1)CBr ((1S)-2,3,4,6-tetra-O-acetyl-1,5-anhydro-1-[3-(bromomethyl)phenyl]-D-glucitol), [H-].[Na+] (Sodium hydride), N1C=CC=C1 (pyrrole). The yield is 35.3%. Solvent: CO (Methanol), O1CCCC1 (tetrahydrofuran), CN(C=O)C (dimethylformamide). Product: N1(C=CC=C1)CC=1C=C(C=CC1)[C@H]1[C@H](O)[C@@H](O)[C@H](O)[C@H](O1)CO ((1S)-1,5-anhydro-1-[3-(1H-pyrrole-1-ylmethyl)-phenyl]-D-glucitol). Procedure details: Sodium hydride (42 mg) was added to a solution of pyrrole (64 mg) in dimethylformamide (10 ml) under cooling with ice, and the mixture was stirred for half an hour at room temperature. After the mixture was cooled to −30° C., a solution of (1S)-2,3,4,6-tetra-O-acetyl-1,5-anhydro-1-[3-(bromomethyl)phenyl]-D-glucitol (80 mg) in tetrahydrofuran (2 ml) was added dropwise thereto, and the resultant was stirred for one hour at room temperature. Methanol (10 ml) and sodium methoxide (44 mg) was added t... Reactants: ClCCl, COC(=O)c1c(C)nc(N)c(CO)c1-c1ccc(C)cc1, O=[Cr](=O)([O-])Cl, c1cc[nH+]cc1. Product: COC(=O)c1c(C)nc(N)c(C=O)c1-c1ccc(C)cc1. As a reaction SMILES: [Cl:33][CH2:34][Cl:35].[NH2:1][c:2]1[n:3][c:4]([CH3:21])[c:5]([C:6](=[O:7])[O:8][CH3:9])[c:10](-[c:14]2[cH:15][cH:16][c:17]([CH3:20])[cH:18][cH:19]2)[c:11]1[CH2:12][OH:13].[O:22]=[Cr:23]([Cl:24])([O-:25])=[O:26].[nH+:27]1[cH:28][cH:29][cH:30][cH:31][cH:32]1>>[NH2:1][c:2]1[n:3][c:4]([CH3:21])[c:5]([C:6](=[O:7])[O:8][CH3:9])[c:10](-[c:14]2[cH:15][cH:16][c:17]([CH3:20])[cH:18][cH:19]2)[c:11]1[CH:12]=[O:13]. Starting materials: CNc1ccc(C(=O)N2CC3(C)CC2CC(C)(C)C3)cc1, CS(=O)(=O)Cl, ClCCl. Yields the product CN(c1ccc(C(=O)N2CC3(C)CC2CC(C)(C)C3)cc1)S(C)(=O)=O. RXN SMILES: [CH3:1][NH:2][c:3]1[cH:4][cH:5][c:6]([C:9](=[O:10])[N:11]2[CH:12]3[CH2:13][C:14]([CH3:20])([CH3:21])[CH2:15][C:16]([CH3:19])([CH2:17]2)[CH2:18]3)[cH:7][cH:8]1.[CH3:22][S:23](=[O:24])(=[O:25])[Cl:26].[Cl:27][CH2:28][Cl:29]>>[CH3:1][N:2]([c:3]1[cH:4][cH:5][c:6]([C:9](=[O:10])[N:11]2[CH:12]3[CH2:13][C:14]([CH3:20])([CH3:21])[CH2:15][C:16]([CH3:19])([CH2:17]2)[CH2:18]3)[cH:7][cH:8]1)[S:23]([CH3:22])(=[O:24])=[O:25]. The reactants are C(\C=C\C)=O (crotonaldehyde), C(C)(=O)[O-].[Na+] (sodium acetate), ClCC(CC(=O)OCC)=O (ethyl chloroacetoacetate). The solvent is C(C)(=O)O (acetic acid). Yields the product OC1=C(C(=O)OCC)C(=CC=C1)C (Ethyl 2-Hydroxy-6-methylbenzoate). Yield: 65.0%. RXN SMILES: [CH:1](=O)/[CH:2]=[CH:3]/[CH3:4].C([O-])(=O)C.[Na+].Cl[CH2:12][C:13](=[O:20])[CH2:14][C:15]([O:17][CH2:18][CH3:19])=[O:16]>C(O)(=O)C>[OH:20][C:13]1[CH:12]=[CH:1][CH:2]=[C:3]([CH3:4])[C:14]=1[C:15]([O:17][CH2:18][CH3:19])=[O:16] |f:1.2|. Procedure: A stirred mixture of crotonaldehyde (21.0 g, 0.30 mol) and anhydrous sodium acetate (25.0 g, 0.30 mol) in glacial acetic acid is heated to reflux temperature under N2, treated dropwise with ethyl chloroacetoacetate (41.1 g, 95%, 0.25 mol) over a 2.25 hr. period, heated at reflux temperature for 16 hr., cooled to room temperature and concentrated in vacuo to give a residue. The residue is partitioned between ethyl acetate and water. The organic phase is diluted with hexanes, washed sequentially w... The reactants are Cl, C1COCCO1, CC(C)(C)OC(=O)N1CCC(n2cccn2)CC1. The product is c1cnn(C2CCNCC2)c1. Reaction SMILES: [ClH:19].[O:20]1[CH2:21][CH2:22][O:23][CH2:24][CH2:25]1.[n:1]1([CH:6]2[CH2:7][CH2:8][N:9]([C:12]([O:13][C:14]([CH3:15])([CH3:16])[CH3:17])=[O:18])[CH2:10][CH2:11]2)[n:2][cH:3][cH:4][cH:5]1>>[n:1]1([CH:6]2[CH2:7][CH2:8][NH:9][CH2:10][CH2:11]2)[n:2][cH:3][cH:4][cH:5]1. The reactants are CC(=O)O, C1CCOC1, CCCCc1cncnc1-c1ccccc1, [Li]C, CCOCC, [Na+], [OH-], O. The product is CCCCc1c(C)ncnc1-c1ccccc1. Reaction SMILES: [C:19]([OH:20])(=[O:21])[CH3:22].[CH2:30]1[O:31][CH2:32][CH2:33][CH2:34]1.[CH2:3]([CH2:4][CH2:5][CH3:6])[c:7]1[c:8](-[c:13]2[cH:14][cH:15][cH:16][cH:17][cH:18]2)[n:9][cH:10][n:11][cH:12]1.[CH3:1][Li:2].[CH3:25][CH2:26][O:27][CH2:28][CH3:29].[Na+:24].[OH-:23].[OH2:35]>>[CH2:3]([CH2:4][CH2:5][CH3:6])[c:7]1[c:8](-[c:13]2[cH:14][cH:15][cH:16][cH:17][cH:18]2)[n:9][cH:10][n:11][c:12]1[CH3:19]. Reactants: NC1=C(C=C(OC2=CC(=NC=N2)N2CCC(CC2)N2C(NC3=C(CC2)C=C(C=C3)OC)=O)C=C1)C (3-(1-(6-(4-amino-3-methylphenoxy)pyrimidin-4-yl)piperidin-4-yl)-7-methoxy-4,5-dihydro-1H-benzo[d][1,3]diazepin-2(3H)-one), CC(=O)O (AcOH), CN(C)C(=[N+](C)C)ON1C2=C(C=CC=C2)N=N1.[B-](F)(F)(F)F (TBTU), TEA, O (Water). Solvent: CN(C)C=O (DMF). Yields the product COC1=CC2=C(NC(N(CC2)C2CCN(CC2)C2=CC(=NC=N2)OC2=CC(=C(C=C2)NC(C)=O)C)=O)C=C1 (N-(4-(6-(4-(7-methoxy-2-oxo-4,5-dihydro-1H-benzo[d][1,3]diazepin-3(2H)-yl)piperidin-1-yl)pyrimidin-4-yloxy)-2-methylphenyl)acetamide). As a reaction SMILES: [NH2:1][C:2]1[CH:34]=[CH:33][C:5]([O:6][C:7]2[N:12]=[CH:11][N:10]=[C:9]([N:13]3[CH2:18][CH2:17][CH:16]([N:19]4[CH2:25][CH2:24][C:23]5[CH:26]=[C:27]([O:30][CH3:31])[CH:28]=[CH:29][C:22]=5[NH:21][C:20]4=[O:32])[CH2:15][CH2:14]3)[CH:8]=2)=[CH:4][C:3]=1[CH3:35].[CH3:36][C:37](O)=[O:38].CN(C(ON1N=NC2C=CC=CC1=2)=[N+](C)C)C.[B-](F)(F)(F)F.O>CN(C=O)C>[CH3:31][O:30][C:27]1[CH:28]=[CH:29][C:22]2[NH:21][C:20](=[O:32])[N:19]([CH:16]3[CH2:15][CH2:14][N:13]([C:9]4[N:10]=[CH:11][N:12]=[C:7]([O:6][C:5]5[CH:33]=[CH:34][C:2]([NH:1][C:37](=[O:38])[CH3:36])=[C:3]([CH3:35])[CH:4]=5)[CH:8]=4)[CH2:18][CH2:17]3)[CH2:25][CH2:24][C:23]=2[CH:26]=1 |f:2.3|. Procedure details: 80 mg (0.17 mmol) 3-(1-(6-(4-amino-3-methylphenoxy)pyrimidin-4-yl)piperidin-4-yl)-7-methoxy-4,5-dihydro-1H-benzo[d][1,3]diazepin-2(3H)-one, 0.02 mL (0.35 mmol) AcOH, 120 mg (0.37 mmol) TBTU and 0.06 mL (0.43 mmol) TEA in 2.0 mL DMF were stirred for 2 h at RT. Water was added to the reaction mixture. The precipitate was suction filtered and purified by preparative HPLC-MS. The fractions containing product were combined and freeze-dried.